This data is from the Open Reaction Database (ORD), a public repository of structured organic reaction records. The task is: describe an organic reaction: reactants, conditions, products, and yield Reactants: N(N)C1=CC(N(C(N1CC(C)C)=O)C)=O (6-hydrazino-1-isobutyl-3-methylpyrimidine-2,4(1H,3H)-dione), BrC=1C=C2C(=CNC2=CC1)C=O (5-bromo-1H-indole-3-carbaldehyde), C(=O)C1=CC(=CN1C)C(=O)O (5-formyl-1-methyl-1H-pyrrole-3-carboxylic acid). Procedure details: This compound was made following the procedure described above, starting with 6-hydrazino-1-isobutyl-3-methylpyrimidine-2,4(1H,3H)-dione, and condensing first with 5-bromo-1H-indole-3-carbaldehyde, followed by 5-formyl-1-methyl-1H-pyrrole-3-carboxylic acid. The product is BrC=1C=C2C(=CNC2=CC1)CN1N=C2N(C(N(C(C2=C1C1=CC(=CN1C)C(=O)O)=O)C)=O)CC(C)C (5-{2-[(5-bromo-1H-indol-3-yl)methyl]-7-isobutyl-5-methyl-4,6-dioxo-4,5,6,7-tetrahydro-2H-pyrazolo[3,4-d]pyrimidin-3-yl}-1-methyl-1H-pyrrole-3-carboxylic acid). Reaction SMILES: [NH:1]([C:3]1[N:8]([CH2:9][CH:10]([CH3:12])[CH3:11])[C:7](=[O:13])[N:6]([CH3:14])[C:5](=[O:15])[CH:4]=1)[NH2:2].[Br:16][C:17]1[CH:18]=[C:19]2[C:23](=[CH:24][CH:25]=1)[NH:22][CH:21]=[C:20]2[CH:26]=O.[CH:28]([C:30]1[N:34]([CH3:35])[CH:33]=[C:32]([C:36]([OH:38])=[O:37])[CH:31]=1)=O>>[Br:16][C:17]1[CH:18]=[C:19]2[C:23](=[CH:24][CH:25]=1)[NH:22][CH:21]=[C:20]2[CH2:26][N:2]1[C:28]([C:30]2[N:34]([CH3:35])[CH:33]=[C:32]([C:36]([OH:38])=[O:37])[CH:31]=2)=[C:4]2[C:3]([N:8]([CH2:9][CH:10]([CH3:11])[CH3:12])[C:7](=[O:13])[N:6]([CH3:14])[C:5]2=[O:15])=[N:1]1. As a reaction SMILES: [Cl:1][C:2]1[CH:10]=[C:9]2[C:5]([C:6]([C:18]([O:20]C)=[O:19])=[CH:7][N:8]2C(OC(C)(C)C)=O)=[CH:4][C:3]=1[C:22]1[CH:27]=[CH:26][C:25]([OH:28])=[CH:24][CH:23]=1.Cl[CH2:30][CH2:31][N:32]1[CH:36]=[N:35][CH:34]=[N:33]1.C(=O)([O-])[O-].[Cs+].[Cs+].[OH-].[Na+]>CO.O1CCCC1>[Cl:1][C:2]1[CH:10]=[C:9]2[C:5]([C:6]([C:18]([OH:20])=[O:19])=[CH:7][NH:8]2)=[CH:4][C:3]=1[C:22]1[CH:27]=[CH:26][C:25]([O:28][CH2:30][CH2:31][N:32]2[CH:36]=[N:35][CH:34]=[N:33]2)=[CH:24][CH:23]=1 |f:2.3.4,5.6|. The product is ClC1=C(C=C2C(=CNC2=C1)C(=O)O)C1=CC=C(C=C1)OCCN1N=CN=C1 (6-chloro-5-{4-[2-(1H-1,2,4-triazol-1-yl)ethoxy]phenyl}-1H-indole-3-carboxylic acid). Reaction conditions: time 3 hour. The solvent is CO (Methanol), O1CCCC1 (tetrahydrofuran). Yield: 3.5%. Procedure: A vial was charged with 1-tert-butyl 3-methyl 6-chloro-5-(4-hydroxyphenyl)-1H-indole-1,3-dicarboxylate (30 mg, 0.075 mmol), 1-(2-chloroethyl)-1H-1,2,4-triazole (15 mg, 0.12 mmol) and tetrahydrofuran (1 mL). Cesium carbonate (64 mg, 0.18 mmol) was then added and the vial was sealed and stirred at room temperature for 3 hours then heated to 70° C. for 18 h. The reaction was filtered and the filtrate was concentrated in vacuo. Methanol (1 mL) and 1.0M sodium hydroxide (0.3 mL, 0.3 mmol) were added ... The reactants are [OH-].[Na+] (sodium hydroxide), ClC1=C(C=C2C(=CN(C2=C1)C(=O)OC(C)(C)C)C(=O)OC)C1=CC=C(C=C1)O (1-tert-butyl 3-methyl 6-chloro-5-(4-hydroxyphenyl)-1H-indole-1,3-dicarboxylate), ClCCN1N=CN=C1 (1-(2-chloroethyl)-1H-1,2,4-triazole), C([O-])([O-])=O.[Cs+].[Cs+] (Cesium carbonate). Reactants: C(C)(=O)OCC1=C(C=C(C=C1N1CCN2C=3C4CCC(C3C=C2C1=O)C4)F)Br ((2-Bromo-4-fluoro-6-{7-oxo-3,6-diazatetracyclo[9.2.1.02,10.03,8]tetradeca-2(10),8-dien-6-yl}phenyl)methyl Acetate), CN1C(C(=CC(=C1)B1OC(C(O1)(C)C)(C)C)NC1=NC=NC=C1)=O (1-Methyl-3-(pyrimidin-4-ylamino)-5-(4,4,5,5-tetramethyl-1,3,2-dioxaborolan-2-yl)pyridin-2(1H)-one), C(=O)([O-])[O-].[Na+].[Na+] (Na2CO3). Reagents/catalysts: C1=CC=C(C=C1)P([C-]2C=CC=C2)C3=CC=CC=C3.C1=CC=C(C=C1)P([C-]2C=CC=C2)C3=CC=CC=C3.Cl[Pd]Cl.[Fe+2] (PdCl2(dppf)). Solvent: CN(C)C=O (DMF), O (water). Run at temperature 60 celsius, time 6 hour. Yields the product C(C)(=O)OCC1=C(C=C(C=C1N1CCN2C=3C4CCC(C3C=C2C1=O)C4)F)C4=CN(C(C(=C4)NC4=NC=NC=C4)=O)C ((4-Fluoro-2-{1-methyl-6-oxo-5-[(pyrimidin-4-yl)amino]-1,6-dihydro-pyridin-3-yl}-6-{7-oxo-3,6-diazatetracyclo[9.2.1.02,10.03,8]tetradeca-2(10),8-dien-6-yl}phenyl)methyl Acetate). The yield is 58.6%. As a reaction SMILES: [C:1]([O:4][CH2:5][C:6]1[C:11]([N:12]2[C:24](=[O:25])[C:23]3[N:15]([C:16]4[CH:17]5[CH2:26][CH:20]([C:21]=4[CH:22]=3)[CH2:19][CH2:18]5)[CH2:14][CH2:13]2)=[CH:10][C:9]([F:27])=[CH:8][C:7]=1Br)(=[O:3])[CH3:2].[CH3:29][N:30]1[CH:35]=[C:34](B2OC(C)(C)C(C)(C)O2)[CH:33]=[C:32]([NH:45][C:46]2[CH:51]=[CH:50][N:49]=[CH:48][N:47]=2)[C:31]1=[O:52].C([O-])([O-])=O.[Na+].[Na+]>CN(C=O)C.O.C1C=CC(P(C2C=CC=CC=2)[C-]2C=CC=C2)=CC=1.C1C=CC(P(C2C=CC=CC=2)[C-]2C=CC=C2)=CC=1.Cl[Pd]Cl.[Fe+2]>[C:1]([O:4][CH2:5][C:6]1[C:11]([N:12]2[C:24](=[O:25])[C:23]3[N:15]([C:16]4[CH:17]5[CH2:26][CH:20]([C:21]=4[CH:22]=3)[CH2:19][CH2:18]5)[CH2:14][CH2:13]2)=[CH:10][C:9]([F:27])=[CH:8][C:7]=1[C:34]1[CH:33]=[C:32]([NH:45][C:46]2[CH:51]=[CH:50][N:49]=[CH:48][N:47]=2)[C:31](=[O:52])[N:30]([CH3:29])[CH:35]=1)(=[O:3])[CH3:2] |f:2.3.4,7.8.9.10|. Reported procedure: A sealed tube was charged with(2-bromo-4-fluoro-6-{7-oxo-3,6-diazatetracyclo-[9.2.1.02,10.03,8]tetradeca-2(10),8-dien-6-yl}phenyl)methyl acetate 334g (400 mg, 0.9 mmol), 1-methyl-3-(pyrimidin-4-ylamino)-5-(4,4,5,5-tetramethyl-1,3,2-dioxaborolan-2-yl)pyridin-2(1H)-one 109c (294 mg, 0.9 mmol), Na2CO3 (190 mg, 1.8 mmol), and PdCl2(dppf) (73 mg, 0.09 mmol) suspended in DMF (20 mL) and water (1 mL). The mixture was stirred at 60° C. for 6 hours. It was then partitioned between water and ethyl acetate... Reactants: CC(=O)O, CCOC(C)=O, COC(=O)COc1ncccc1Oc1cc(NC(C)=O)c(F)cc1[N+](=O)[O-], [Fe], O. Yields the product COC(=O)COc1ncccc1Oc1cc(NC(C)=O)c(F)cc1N. RXN SMILES: [CH3:29][C:30](=[O:31])[OH:32].[CH3:33][CH2:34][O:35][C:36](=[O:37])[CH3:38].[F:2][c:3]1[c:4]([NH:25][C:26]([CH3:27])=[O:28])[cH:5][c:6]([O:12][c:13]2[c:14]([O:19][CH2:20][C:21](=[O:22])[O:23][CH3:24])[n:15][cH:16][cH:17][cH:18]2)[c:7]([N+:9]([O-:10])=[O:11])[cH:8]1.[Fe:39].[OH2:1]>>[F:2][c:3]1[c:4]([NH:25][C:26]([CH3:27])=[O:28])[cH:5][c:6]([O:12][c:13]2[c:14]([O:19][CH2:20][C:21](=[O:22])[O:23][CH3:24])[n:15][cH:16][cH:17][cH:18]2)[c:7]([NH2:9])[cH:8]1.